Dataset: the Open Reaction Database (ORD), a public repository of structured organic reaction records. Task: describe an organic reaction: reactants, conditions, products, and yield Reactants: C(C)(C)(C)OC(=O)N1CCC(CC1)N(S(=O)(=O)C)CC1=CC(=CC=C1)C1=NC(=NC=C1)Cl (4-{[3-(2-Chloro-pyrimidin-4-yl)-benzyl]-methanesulfonyl-amino}-piperidine-1-carboxylic acid tert-butyl ester), FC=1C=C(C=CC1)CCN (2-(3-fluoro-phenyl)-ethylamine), 484. Yields the product FC=1C=C(C=CC1)CCNC1=NC=CC(=N1)C=1C=C(CN(S(=O)(=O)C)C2CCNCC2)C=CC1 (N-(3-{2-[2-(3-Fluoro-phenyl)-ethylamino]-pyrimidin-4-yl}-benzyl)-N-piperidin-4-yl-methanesulfonamide). As a reaction SMILES: C(OC([N:8]1[CH2:13][CH2:12][CH:11]([N:14]([CH2:19][C:20]2[CH:25]=[CH:24][CH:23]=[C:22]([C:26]3[CH:31]=[CH:30][N:29]=[C:28](Cl)[N:27]=3)[CH:21]=2)[S:15]([CH3:18])(=[O:17])=[O:16])[CH2:10][CH2:9]1)=O)(C)(C)C.[F:33][C:34]1[CH:35]=[C:36]([CH2:40][CH2:41][NH2:42])[CH:37]=[CH:38][CH:39]=1>>[F:33][C:34]1[CH:35]=[C:36]([CH2:40][CH2:41][NH:42][C:28]2[N:27]=[C:26]([C:22]3[CH:21]=[C:20]([CH:25]=[CH:24][CH:23]=3)[CH2:19][N:14]([CH:11]3[CH2:10][CH2:9][NH:8][CH2:13][CH2:12]3)[S:15]([CH3:18])(=[O:17])=[O:16])[CH:31]=[CH:30][N:29]=2)[CH:37]=[CH:38][CH:39]=1. Procedure details: Intermediate 30 was coupled with 2-(3-fluoro-phenyl)-ethylamine following procedure F and the resulting product deprotected following procedure G. LC-MS showed the product had the expected M+H+ of 484. 1H NMR (Varian 300 MHz, CD3OD, shifts relative to the solvent peak at 3.3 ppm) δ 8.4 (s, 1H), 8.3 (d, 1H) 8.1 (d, 1H) 7.7 (d, 1H), 7.5 (m, 1H), 7.3 (m, 2H), 7.1 (m, 2H), 6.9 (t, 1H), 4.6 (s, 2H), δ 3.4 (t, 2H), 3.09 (s, 3H), δ 3.05 (m, 5H), 3.04 (t, 2H), 2.08 (m, 4H). As a reaction SMILES: [Br:1][C:2]1[C:3](Cl)=[N:4][C:5]([Cl:8])=[N:6][CH:7]=1.[OH-].[NH4+:11]>CO>[Br:1][C:2]1[C:3]([NH2:11])=[N:4][C:5]([Cl:8])=[N:6][CH:7]=1 |f:1.2|. Reactants: BrC=1C(=NC(=NC1)Cl)Cl (5-bromo-2,4-dichloropyrimidine), [OH-].[NH4+] (ammonium hydroxide). Run in CO (methanol), CO (methanol). Reaction conditions: time 24 hour. Procedure details: A solution of 5-bromo-2,4-dichloropyrimidine (8.54 g, 37.48 mmol) in methanol (12 mL) was added dropwise over 10 minutes to an ice-bath cooled solution of 7M ammonium hydroxide (60 mL, 420 mmol) in methanol (60 mL) and the resulting solution was stirred at room temperature for 24 hours. The mixture was concentrated and water was added. The solid was filtered and dried under reduced pressure to give the title compound (6.23 g, 73%) as a white solid. The product is BrC=1C(=NC(=NC1)Cl)N (5-Bromo-2-chloropyrimidin-4-amine). Yield: 79.7%. Product: CC(C)(C)S(=O)c1nc(-c2ccccc2)c(N)s1. Reaction SMILES: [CH3:20][C:21](=[O:22])[OH:23].[NH2:1][c:2]1[c:3](-[c:12]2[cH:13][cH:14][cH:15][cH:16][cH:17]2)[n:4][c:5]([S:7][C:8]([CH3:9])([CH3:10])[CH3:11])[s:6]1.[OH:18][OH:19]>>[NH2:1][c:2]1[c:3](-[c:12]2[cH:13][cH:14][cH:15][cH:16][cH:17]2)[n:4][c:5]([S:7]([C:8]([CH3:9])([CH3:10])[CH3:11])=[O:18])[s:6]1. The reactants are CC(=O)O, CC(C)(C)Sc1nc(-c2ccccc2)c(N)s1, OO. The reactants are BrCCOC1=C(C=CC=C1)OC (1-(2-bromoethoxy)-2-methoxybenzene), solution, CN (methylamine). Run in C(C)O (ethanol). Yields the product COC1=C(OCCNC)C=CC=C1 ([2-(2-Methoxyphenoxy)ethyl]methylamine). Isolated yield 98.0%. RXN SMILES: Br[CH2:2][CH2:3][O:4][C:5]1[CH:10]=[CH:9][CH:8]=[CH:7][C:6]=1[O:11][CH3:12].[CH3:13][NH2:14]>C(O)C>[CH3:12][O:11][C:6]1[CH:7]=[CH:8][CH:9]=[CH:10][C:5]=1[O:4][CH2:3][CH2:2][NH:14][CH3:13]. Procedure details: A solution of 1-(2-bromoethoxy)-2-methoxybenzene (7d) (7.7 g, 33 mmol) in a 33% solution of methylamine in ethanol was heated at 80° C. in a sealed tube for 16 h. After cooling to room temperature, the solvents were evaporated in vacuo. A 2N aqueous solution of sodium hydroxide was added to the remaining oil and the resulting slurry was extracted with ethyl acetate (2×250 mL). The collected organic phases were dried (Na2SO4) and the solvents evaporated in vacuo giving 5.9 g (98%) of the title co... The reactants are COC(=O)CC1=CC=C(C2=CC=CC=C12)S(=O)(=O)[O-].[K+] (Potassium 1-(methoxycarbonylmethyl)-4-naphthalene sulfonate), [N+](=O)(O)[O-] (nitric acid). Run in C(C)OCC (diethyl ether). Conditions: temperature -15 celsius, time 2 hour. Yields the product COC(=O)CC1=CC=C(C2=C(C=CC=C12)[N+](=O)[O-])S(=O)(=O)O (1-(methoxycarbonylmethyl)-5-nitro-4-naphthalene sulfonic acid). As a reaction SMILES: [CH3:1][O:2][C:3]([CH2:5][C:6]1[C:15]2[C:10](=[CH:11][CH:12]=[CH:13][CH:14]=2)[C:9]([S:16]([O-:19])(=[O:18])=[O:17])=[CH:8][CH:7]=1)=[O:4].[K+].[N+:21]([O-])([OH:23])=[O:22]>C(OCC)C>[CH3:1][O:2][C:3]([CH2:5][C:6]1[C:15]2[C:10](=[C:11]([N+:21]([O-:23])=[O:22])[CH:12]=[CH:13][CH:14]=2)[C:9]([S:16]([OH:19])(=[O:18])=[O:17])=[CH:8][CH:7]=1)=[O:4] |f:0.1|. Reported procedure: Potassium 1-(methoxycarbonylmethyl)-4-naphthalene sulfonate (10 g, 31.4 mmol) was added portionwise over 30 minutes to 90% nitric acid, which was cooled in a methanol/ice bath to approximately −15° C. After 2 hours, the bath temperature had reached −10° C. and diethyl ether (200 mL) was added to the mixture. The precipitated solid was filtered, washed with ether (100 mL) and isopropanol (20 mL), and dried under a stream of nitrogen to give the title compound as an approximately 70:30 mixture of ...